From a dataset of the Open Reaction Database (ORD), a public repository of structured organic reaction records. describe an organic reaction: reactants, conditions, products, and yield Reactants: [BH4-].[Na+] (sodium borohydride), CC=1C=C(C=C(C1O[Si](C(C)C)(C(C)C)C(C)C)C)C(C(C)N1CCC(CC1)(O)C1=CC=C(C=C1)Cl)=O (1-(3,5-dimethyl-4-triisopropylsilyloxyphenyl)-2-(4-(4-chlorophenyl)-4-hydroxypiperidin-1-yl)-propan-1-one). Run in C(C)O (ethanol). Run at time 10 minute. The product is CC=1C=C(C=C(C1O[Si](C(C)C)(C(C)C)C(C)C)C)[C@H]([C@@H](C)N1CCC(CC1)(O)C1=CC=C(C=C1)Cl)O ((1R*,2R*)-1-(3,5-dimethy-4-triisopropylsilyloxyphenyl)-2-(4-(4-chlorophenyl)-4-hydroxypiperdin-1-yl)-propan-1-ol). Isolated yield 56.7%. RXN SMILES: [BH4-].[Na+].[CH3:3][C:4]1[CH:5]=[C:6]([C:22](=[O:39])[CH:23]([N:25]2[CH2:30][CH2:29][C:28]([C:32]3[CH:37]=[CH:36][C:35]([Cl:38])=[CH:34][CH:33]=3)([OH:31])[CH2:27][CH2:26]2)[CH3:24])[CH:7]=[C:8]([CH3:21])[C:9]=1[O:10][Si:11]([CH:18]([CH3:20])[CH3:19])([CH:15]([CH3:17])[CH3:16])[CH:12]([CH3:14])[CH3:13]>C(O)C>[CH3:3][C:4]1[CH:5]=[C:6]([C@@H:22]([OH:39])[C@H:23]([N:25]2[CH2:30][CH2:29][C:28]([C:32]3[CH:37]=[CH:36][C:35]([Cl:38])=[CH:34][CH:33]=3)([OH:31])[CH2:27][CH2:26]2)[CH3:24])[CH:7]=[C:8]([CH3:21])[C:9]=1[O:10][Si:11]([CH:15]([CH3:16])[CH3:17])([CH:12]([CH3:13])[CH3:14])[CH:18]([CH3:19])[CH3:20] |f:0.1|. Procedure details: A mixture of sodium borohydride (0.054 g, 1.43 mmol) and ethanol (5 mL) was stirred 10 min and then 1-(3,5-dimethyl-4-triisopropylsilyloxyphenyl)-2-(4-(4-chlorophenyl)-4-hydroxypiperidin-1-yl)-propan-1-one (0.77 g, 1.42 mmol in 25 mL of ethanol) was added. The reaction was stirred at ambient temperature overnight. The white solid which precipitated was collected by filtration and dried to yield 0.44 g (56%) of (1R*,2R*)-1-(3,5-dimethy-4-triisopropylsilyloxyphenyl)-2-(4-(4-chlorophenyl)-4-hydroxy... The reactants are CC(CN1N=C(C=C1)[N+](=O)[O-])(C)O (2-methyl-1-(3-nitro-pyrazol-1-yl)-propan-2-ol), CN(C=O)C (N,N-dimethylformamide), C(C)[Si](CC)(CC)Cl (triethylsilyl chloride), N1C=NC=C1 (imidazole). Solvent: C(C)(=O)OCC (ethyl acetate). Conditions: temperature 0 celsius. Product: CC(CN1N=C(C=C1)[N+](=O)[O-])(C)O[Si](CC)(CC)CC (1-(2-methyl-2-triethylsilanyloxy-propyl)-3-nitro-1H-pyrazole). Yield: 71.5%. As a reaction SMILES: [CH3:1][C:2]([OH:13])([CH3:12])[CH2:3][N:4]1[CH:8]=[CH:7][C:6]([N+:9]([O-:11])=[O:10])=[N:5]1.CN(C)C=O.[CH2:19]([Si:21](Cl)([CH2:24][CH3:25])[CH2:22][CH3:23])[CH3:20].N1C=CN=C1>C(OCC)(=O)C>[CH3:12][C:2]([O:13][Si:21]([CH2:24][CH3:25])([CH2:22][CH3:23])[CH2:19][CH3:20])([CH3:1])[CH2:3][N:4]1[CH:8]=[CH:7][C:6]([N+:9]([O-:11])=[O:10])=[N:5]1. Reported procedure: In a round bottomed flask was placed 2-methyl-1-(3-nitro-pyrazol-1-yl)-propan-2-ol (170 mg, 0.92 mmol) and N,N-dimethylformamide (5 mL) and it was placed in an ice bath and cooled to 0° C. To this stirred solution was added triethylsilyl chloride (169 mL, 1.01 mmol) and imidazole (156 mg, 2.30 mmol) and it was stirred at 0° C. and slowly warmed to 25° C. and stirred for two days. The reaction was then diluted with ethyl acetate (15 mL) and washed with a saturated aqueous brine solution (10 mL). ... The reactants are CC(C)(C)[Si](Cl)(c1ccccc1)c1ccccc1, O=C1NC(=O)c2c1c1c3cc(F)c(F)cc3[nH]c1c1c2c2cc(F)c(F)cc2n1C1OC(CO)CC(O)C1OCc1ccccc1, CCOC(C)=O, CN(C)C=O, c1c[nH]cn1. The product is CC(C)(C)[Si](OCC1CC(O)C(OCc2ccccc2)C(n2c3cc(F)c(F)cc3c3c4c(c5c6cc(F)c(F)cc6[nH]c5c32)C(=O)NC4=O)O1)(c1ccccc1)c1ccccc1. RXN SMILES: [C:47]([CH3:48])([CH3:49])([CH3:50])[Si:51]([c:52]1[cH:53][cH:54][cH:55][cH:56][cH:57]1)([c:58]1[cH:59][cH:60][cH:61][cH:62][cH:63]1)[Cl:64].[CH2:1]([c:2]1[cH:3][cH:4][cH:5][cH:6][cH:7]1)[O:8][CH:9]1[CH:10]([n:18]2[c:19]3[cH:20][c:21]([F:46])[c:22]([F:45])[cH:23][c:24]3[c:25]3[c:26]4[c:27]([c:28]5[c:29]([c:30]23)[nH:31][c:32]2[cH:33][c:34]([F:39])[c:35]([F:38])[cH:36][c:37]52)[C:40](=[O:44])[NH:41][C:42]4=[O:43])[O:11][CH:12]([CH2:16][OH:17])[CH2:13][CH:14]1[OH:15].[CH3:75][CH2:76][O:77][C:78](=[O:79])[CH3:80].[O:70]=[CH:71][N:72]([CH3:73])[CH3:74].[nH:65]1[cH:66][cH:67][n:68][cH:69]1>>[CH2:1]([c:2]1[cH:3][cH:4][cH:5][cH:6][cH:7]1)[O:8][CH:9]1[CH:10]([n:18]2[c:19]3[cH:20][c:21]([F:46])[c:22]([F:45])[cH:23][c:24]3[c:25]3[c:26]4[c:27]([c:28]5[c:29]([c:30]23)[nH:31][c:32]2[cH:33][c:34]([F:39])[c:35]([F:38])[cH:36][c:37]52)[C:40](=[O:44])[NH:41][C:42]4=[O:43])[O:11][CH:12]([CH2:16][O:17][Si:51]([C:47]([CH3:48])([CH3:49])[CH3:50])([c:52]2[cH:53][cH:54][cH:55][cH:56][cH:57]2)[c:58]2[cH:59][cH:60][cH:61][cH:62][cH:63]2)[CH2:13][CH:14]1[OH:15]. Reactants: O=C([O-])[O-], CCC(CC)c1cc(C)nn2c(I)c(C)nc12, Cc1csc2ccccc12, [Cs+], [Cs+], CN(C)C=O, c1ccc(P(c2ccccc2)c2ccccc2)cc1. The product is CCC(CC)c1cc(C)nn2c(-c3sc4ccccc4c3C)c(C)nc12. Reaction SMILES: [C:47](=[O:48])([O-:49])[O-:50].[CH2:1]([CH3:2])[CH:3]([CH2:4][CH3:5])[c:6]1[c:7]2[n:8]([n:9][c:10]([CH3:12])[cH:11]1)[c:13]([I:17])[c:14]([CH3:16])[n:15]2.[CH3:18][c:19]1[cH:20][s:21][c:22]2[c:23]1[cH:24][cH:25][cH:26][cH:27]2.[Cs+:51].[Cs+:52].[O:53]=[CH:54][N:55]([CH3:56])[CH3:57].[c:28]1([P:29]([c:30]2[cH:31][cH:32][cH:33][cH:34][cH:35]2)[c:36]2[cH:37][cH:38][cH:39][cH:40][cH:41]2)[cH:42][cH:43][cH:44][cH:45][cH:46]1>>[CH2:1]([CH3:2])[CH:3]([CH2:4][CH3:5])[c:6]1[c:7]2[n:8]([n:9][c:10]([CH3:12])[cH:11]1)[c:13](-[c:20]1[c:19]([CH3:18])[c:23]3[c:22]([s:21]1)[cH:27][cH:26][cH:25][cH:24]3)[c:14]([CH3:16])[n:15]2. Starting materials: CCO, [Na+], [OH-], CCOC(=O)c1csc(-c2ccncc2)n1. Product: O=C(O)c1csc(-c2ccncc2)n1. As a reaction SMILES: [CH3:19][CH2:20][OH:21].[Na+:18].[OH-:17].[n:1]1[cH:2][cH:3][c:4](-[c:7]2[s:8][cH:9][c:10]([C:12](=[O:13])[O:14][CH2:15][CH3:16])[n:11]2)[cH:5][cH:6]1>>[n:1]1[cH:2][cH:3][c:4](-[c:7]2[s:8][cH:9][c:10]([C:12](=[O:13])[OH:14])[n:11]2)[cH:5][cH:6]1. Starting materials: BrC1=C2N=CC(=NC2=C(C=C1)C1=CC(=CC(=C1)OC)OC)O (5-bromo-8-(3,5-dimethoxy-phenyl)-quinoxalin-2-ol), BrC=1C=CC(=C2N=CC(=NC12)O)C1=CC(=CC(=C1)OC)OC (8-bromo-5-(3,5-dimethoxy-phenyl)-quinoxalin-2-ol), C(#N)[Cu] (CuCN). The solvent is CN1CCCC1=O (NMP), CCOC(=O)C (EtOAc), C(CN)N (ethylenediamine). Run at temperature 180 celsius, time 2 hour. The product is COC=1C=C(C=C(C1)OC)C1=CC=C(C=2N=CC(=NC12)O)C#N (8-(3,5-Dimethoxy-phenyl)-2-hydroxy-quinoxaline-5-carbonitrile). Reaction SMILES: Br[C:2]1[CH:11]=[CH:10][C:9]([C:12]2[CH:17]=[C:16]([O:18][CH3:19])[CH:15]=[C:14]([O:20][CH3:21])[CH:13]=2)=[C:8]2[C:3]=1[N:4]=[CH:5][C:6]([OH:22])=[N:7]2.BrC1C=CC(C2C=C(OC)C=C(OC)C=2)=[C:28]2C=1N=C(O)C=[N:29]2.C([Cu])#N>CN1C(=O)CCC1.CCOC(C)=O.C(N)CN>[CH3:21][O:20][C:14]1[CH:13]=[C:12]([C:9]2[C:8]3[N:7]=[C:6]([OH:22])[CH:5]=[N:4][C:3]=3[C:2]([C:28]#[N:29])=[CH:11][CH:10]=2)[CH:17]=[C:16]([O:18][CH3:19])[CH:15]=1. Procedure details: A mixture of 5-bromo-8-(3,5-dimethoxy-phenyl)-quinoxalin-2-ol and 8-bromo-5-(3,5-dimethoxy-phenyl)-quinoxalin-2-ol (Step 85.6) (609 mg, 1.7 mmol) (Step 1.4) and CuCN (183 mg, 2.0 mmol, 1.2 equiv) in NMP (5 mL) was stirred at 180° C. for 2 h. The reaction mixture was allowed to cool to rt, diluted with EtOAc/10% aqueous solution of ethylenediamine (25 mL) and extracted with EtOAc. The aqueous phase was acidified to pH 5 and extracted with EtOAc. The combined organic extracts were washed with H2O ... The yield is 81.3%. Reaction SMILES: [CH3:1][O:2][C:3]1[CH:11]=[C:10]2[C:6]([C:7](=[O:12])[CH2:8][CH2:9]2)=[CH:5][C:4]=1[C:13]([NH2:15])=[O:14].C([O:20][N:21]=O)CCC.Cl>CO>[OH:20][N:21]=[C:8]1[C:7](=[O:12])[C:6]2[C:10](=[CH:11][C:3]([O:2][CH3:1])=[C:4]([C:13]([NH2:15])=[O:14])[CH:5]=2)[CH2:9]1. The product is ON=C1CC2=CC(=C(C=C2C1=O)C(=O)N)OC (2-Hydroxyimino-6-methoxy-3-oxo-indan-5-carboxylic acid amide). Starting materials: COC1=C(C=C2C(CCC2=C1)=O)C(=O)N (6-Methoxy-3-oxo-indan-5-carboxylic acid amide), C(CCC)ON=O (n-butylnitrite), Cl (HCl). Procedure details: To a solution of 6-Methoxy-3-oxo-indan-5-carboxylic acid amide (3 g, 14.6 mmol) in the methanol (50 ml) was added n-butylnitrite (1.8 ml, 16.06 mmol), followed by concentrated HCl (1.2 ml). The solution was stirred at r.t overnight during which time a precipitate was formed. The precipitate was collected and dried to yield product as a yellow solid (2.78 g, 81.37%). LC-MS: m/e 235(MH+). Run in CO (methanol). Run at time 8 hour.